Dataset: the Open Reaction Database (ORD), a public repository of structured organic reaction records. Task: describe an organic reaction: reactants, conditions, products, and yield The reactants are OC1(CCN(CC1)CCCC(=O)C1=CC=C(C=C1)OC)CC1=CC=C(C=C1)C (4-[4-Hydroxy-4-(4-methyl-benzyl)-piperidin-1-yl]-1-(4-methoxy-phenyl)-butan-1-one), Cl.N1=CC=CC=C1 (pyridine hydrochloride), C(=O)(O)[O-].[Na+] (NaHCO3). Conditions: temperature 182.5 celsius, time 6.5 hour. Yields the product OC1=CC=C(C=C1)C(CCCN1CCC(=CC1)CC1=CC=C(C=C1)C)=O (1-(4-Hydroxy-phenyl)-4-[4-(4-methyl-benzyl)-3,6-dihydro-2H-pyridin-1-yl]-butan-1-one). The yield is 26.5%. RXN SMILES: O[C:2]1([CH2:21][C:22]2[CH:27]=[CH:26][C:25]([CH3:28])=[CH:24][CH:23]=2)[CH2:7][CH2:6][N:5]([CH2:8][CH2:9][CH2:10][C:11]([C:13]2[CH:18]=[CH:17][C:16]([O:19]C)=[CH:15][CH:14]=2)=[O:12])[CH2:4][CH2:3]1.Cl.N1C=CC=CC=1.C([O-])(O)=O.[Na+]>>[OH:19][C:16]1[CH:17]=[CH:18][C:13]([C:11](=[O:12])[CH2:10][CH2:9][CH2:8][N:5]2[CH2:4][CH:3]=[C:2]([CH2:21][C:22]3[CH:23]=[CH:24][C:25]([CH3:28])=[CH:26][CH:27]=3)[CH2:7][CH2:6]2)=[CH:14][CH:15]=1 |f:1.2,3.4|. Procedure details: A mixture of 1.40 g of compound (3) and 7.29 g of pyridine hydrochloride was stirred at 180 to 185° C. for 6.5 hours. After cooled to room temperature, the mixture was made basic with aqueous NaHCO3 and then extracted with ethyl acetate. The organic layer was successively washed with water and brine and dried over MgSO4. After the solvent was removed, the obtained oily residue was purified by silica gel chromatography (chloroform:methanol=50/1 to 20/1) to obtain 0.34 g of the oily compound (4). ... Reactants: Cc1ccccc1, C[Sn](C)(C)C, COC(=O)c1cc(C=O)ccc1OS(=O)(=O)C(F)(F)F, c1ccc(P(c2ccccc2)(c2ccccc2)[Pd](P(c2ccccc2)(c2ccccc2)c2ccccc2)(P(c2ccccc2)(c2ccccc2)c2ccccc2)P(c2ccccc2)(c2ccccc2)c2ccccc2)cc1. The product is COC(=O)c1cc(C=O)ccc1C. As a reaction SMILES: [CH3:103][c:104]1[cH:105][cH:106][cH:107][cH:108][cH:109]1.[CH3:21][Sn:22]([CH3:23])([CH3:24])[CH3:25].[CH:1](=[O:2])[c:3]1[cH:4][cH:5][c:6]([O:13][S:14]([C:15]([F:16])([F:17])[F:18])(=[O:19])=[O:20])[c:7]([C:8](=[O:9])[O:10][CH3:11])[cH:12]1.[cH:26]1[cH:27][cH:28][c:29]([P:30]([Pd:31]([P:32]([c:33]2[cH:34][cH:35][cH:36][cH:37][cH:38]2)([c:39]2[cH:40][cH:41][cH:42][cH:43][cH:44]2)[c:45]2[cH:46][cH:47][cH:48][cH:49][cH:50]2)([P:51]([c:52]2[cH:53][cH:54][cH:55][cH:56][cH:57]2)([c:58]2[cH:59][cH:60][cH:61][cH:62][cH:63]2)[c:64]2[cH:65][cH:66][cH:67][cH:68][cH:69]2)[P:70]([c:71]2[cH:72][cH:73][cH:74][cH:75][cH:76]2)([c:77]2[cH:78][cH:79][cH:80][cH:81][cH:82]2)[c:83]2[cH:84][cH:85][cH:86][cH:87][cH:88]2)([c:89]2[cH:90][cH:91][cH:92][cH:93][cH:94]2)[c:95]2[cH:96][cH:97][cH:98][cH:99][cH:100]2)[cH:101][cH:102]1>>[CH:1](=[O:2])[c:3]1[cH:4][cH:5][c:6]([CH3:21])[c:7]([C:8](=[O:9])[O:10][CH3:11])[cH:12]1. The reactants are ClC1=C(C=C(C=C1)[C@]1(O)[C@H](OC(C)=O)[C@@H](OC(C)=O)[C@H](OC(C)=O)[C@H](O1)COC(C)=O)CC1=CC=C(C=C1)OS(=O)(=O)C(F)(F)F (1-chloro-4-(2,3,4,6-tetra-O-acetyl-β-D-glucopyranos-1-yl)-2-(4-trifluoromethylsulfonyloxy-benzyl)-benzene), C(#C)C1=CSC=C1 (3-ethynyl-thiophene). Product: ClC1=C(C=C(C=C1)[C@]1(O)[C@H](OC(C)=O)[C@@H](OC(C)=O)[C@H](OC(C)=O)[C@H](O1)COC(C)=O)CC1=CC=C(C=C1)C#CC1=CSC=C1 (1-Chloro-4-(2,3,4,6-tetra-O-acetyl-β-D-glucopyranos-1-yl)-2-[4-(thiophen-3-yl-ethynyl)-benzyl]-benzene). RXN SMILES: [Cl:1][C:2]1[CH:7]=[CH:6][C:5]([C@:8]2([O:26][C@H:25]([CH2:27][O:28][C:29](=[O:31])[CH3:30])[C@@H:20]([O:21][C:22](=[O:24])[CH3:23])[C@H:15]([O:16][C:17](=[O:19])[CH3:18])[C@H:10]2[O:11][C:12](=[O:14])[CH3:13])[OH:9])=[CH:4][C:3]=1[CH2:32][C:33]1[CH:38]=[CH:37][C:36](OS(C(F)(F)F)(=O)=O)=[CH:35][CH:34]=1.[C:47]([C:49]1[CH:53]=[CH:52][S:51][CH:50]=1)#[CH:48]>>[Cl:1][C:2]1[CH:7]=[CH:6][C:5]([C@:8]2([O:26][C@H:25]([CH2:27][O:28][C:29](=[O:31])[CH3:30])[C@@H:20]([O:21][C:22](=[O:24])[CH3:23])[C@H:15]([O:16][C:17](=[O:19])[CH3:18])[C@H:10]2[O:11][C:12](=[O:14])[CH3:13])[OH:9])=[CH:4][C:3]=1[CH2:32][C:33]1[CH:38]=[CH:37][C:36]([C:48]#[C:47][C:49]2[CH:53]=[CH:52][S:51][CH:50]=2)=[CH:35][CH:34]=1. Reported procedure: The compound was obtained starting from 1-chloro-4-(2,3,4,6-tetra-O-acetyl-β-D-glucopyranos-1-yl)-2-(4-trifluoromethylsulfonyloxy-benzyl)-benzene and 3-ethynyl-thiophene. Reaction SMILES: [C:1](=[O:2])([O-:3])[O-:4].[CH3:48][C:49](=[O:50])[CH3:51].[CH:7]1([CH2:10][N:11]2[CH2:12][CH:13]([c:40]3[cH:41][cH:42][cH:43][cH:44][cH:45]3)[NH:14][CH2:15][CH:16]([NH:19][C:20](=[O:21])[N:22]3[CH2:23][CH2:24][CH:25]([n:28]4[c:29](=[O:39])[nH:30][c:31](-[c:33]5[cH:34][cH:35][cH:36][cH:37][cH:38]5)[cH:32]4)[CH2:26][CH2:27]3)[C:17]2=[O:18])[CH2:8][CH2:9]1.[I:46][CH3:47].[K+:5].[K+:6]>>[CH3:1][N:14]1[CH:13]([c:40]2[cH:41][cH:42][cH:43][cH:44][cH:45]2)[CH2:12][N:11]([CH2:10][CH:7]2[CH2:8][CH2:9]2)[C:17](=[O:18])[CH:16]([NH:19][C:20](=[O:21])[N:22]2[CH2:23][CH2:24][CH:25]([n:28]3[c:29](=[O:39])[nH:30][c:31](-[c:33]4[cH:34][cH:35][cH:36][cH:37][cH:38]4)[cH:32]3)[CH2:26][CH2:27]2)[CH2:15]1. Yields the product CN1CC(NC(=O)N2CCC(n3cc(-c4ccccc4)[nH]c3=O)CC2)C(=O)N(CC2CC2)CC1c1ccccc1. The reactants are O=C([O-])[O-], CC(C)=O, O=C(NC1CNC(c2ccccc2)CN(CC2CC2)C1=O)N1CCC(n2cc(-c3ccccc3)[nH]c2=O)CC1, CI, [K+], [K+]. Reactants: BrB(Br)Br, ClCCl, O, COCc1nc2c(C(F)(F)F)cccc2c(O)c1C(=O)Nc1nccs1. The product is O=C(Nc1nccs1)c1c(CO)nc2c(C(F)(F)F)cccc2c1O. RXN SMILES: [B:1]([Br:2])([Br:3])[Br:4].[CH2:32]([Cl:33])[Cl:34].[OH2:31].[OH:5][c:6]1[c:7]([C:23](=[O:24])[NH:25][c:26]2[s:27][cH:28][cH:29][n:30]2)[c:8]([CH2:20][O:21][CH3:22])[n:9][c:10]2[c:11]([C:16]([F:17])([F:18])[F:19])[cH:12][cH:13][cH:14][c:15]12>>[OH:5][c:6]1[c:7]([C:23](=[O:24])[NH:25][c:26]2[s:27][cH:28][cH:29][n:30]2)[c:8]([CH2:20][OH:21])[n:9][c:10]2[c:11]([C:16]([F:17])([F:18])[F:19])[cH:12][cH:13][cH:14][c:15]12. Starting materials: FC(S(=O)(=O)OC1=CC=C(C=C1)[C@@H]1CC[C@H](CC1)C(C(=O)OCC)C)(F)F (trans-ethyl 2-[4-(4-{[(trifluoromethyl)-sulfonyl]oxy}phenyl)cyclohexyl]propanoate), C([O-])([O-])=O.[Cs+].[Cs+] (Caesium carbonate), R-BINAP, C(C1=CC=CC=C1)(C1=CC=CC=C1)=N (benzophenone imine), O (H2O). Reagents/catalysts: C(C)(=O)[O-].[Pd+2].C(C)(=O)[O-] (palladium acetate). Solvent: C1CCOC1 (THF), CCOC(=O)C (EtOAc). Yields the product C1(=CC=CC=C1)C(C1=CC=CC=C1)=NC1=CC=C(C=C1)[C@@H]1CC[C@H](CC1)C(C(=O)OCC)C (trans-Ethyl 2-(4-{4-[(diphenylmethylene)amino]phenyl}cyclohexyl)propanoate). The yield is 59.0%. Reaction SMILES: C(=O)([O-])[O-].[Cs+].[Cs+].[C:7](=[NH:20])([C:14]1[CH:19]=[CH:18][CH:17]=[CH:16][CH:15]=1)[C:8]1[CH:13]=[CH:12][CH:11]=[CH:10][CH:9]=1.FC(F)(F)S(O[C:27]1[CH:32]=[CH:31][C:30]([C@H:33]2[CH2:38][CH2:37][C@H:36]([CH:39]([CH3:45])[C:40]([O:42][CH2:43][CH3:44])=[O:41])[CH2:35][CH2:34]2)=[CH:29][CH:28]=1)(=O)=O.O>C1COCC1.CCOC(C)=O.C([O-])(=O)C.[Pd+2].C([O-])(=O)C>[C:8]1([C:7](=[N:20][C:27]2[CH:32]=[CH:31][C:30]([C@H:33]3[CH2:34][CH2:35][C@H:36]([CH:39]([CH3:45])[C:40]([O:42][CH2:43][CH3:44])=[O:41])[CH2:37][CH2:38]3)=[CH:29][CH:28]=2)[C:14]2[CH:15]=[CH:16][CH:17]=[CH:18][CH:19]=2)[CH:13]=[CH:12][CH:11]=[CH:10][CH:9]=1 |f:0.1.2,8.9.10|. Reported procedure: Caesium carbonate (4.0 g, 12.4 mmol), R-BINAP (330 mg, 0.53 mmol), palladium acetate (119 mg, 0.53 mmol) and benzophenone imine (2.2 mL, 13.2 mmol) were added sequentially, each in one portion, to a stirred solution of trans-ethyl 2-[4-(4-{[(trifluoromethyl)-sulfonyl]oxy}phenyl)cyclohexyl]propanoate in THF (50 mL) and the reaction mixture was heated at 65° C. for 70 h under an argon atmosphere. The reaction mixture was cooled to room temperature and concentrated in vacuo to leave a residue. The ... Yields the product FC=1C=CC=C2C(=C3N(C12)CC(CC3)N3N=NC(=C3CC3=CC=C(C=C3)F)C)CC(=O)O ({4-fluoro-7-[5-(4-fluorobenzyl)-4-methyl-1H-1,2,3-triazol-1-yl]-6,7,8,9-tetrahydropyrido[1,2-α]indol-10-yl}acetic acid). Procedure: Each of the chiral resolved ethyl {4-fluoro-7-[5-(4-fluorobenzyl)-4-methyl-1H-1,2,3-triazol-1-yl]-6,7,8,9-tetrahydropyrido[1,2-α]indol-10-yl}acetate was hydrolyzed to the final acid product by dissolving in 1:1:1 THF/MeOH/water (0.06 M), treating with LiOH (3.6 eq.) and stirring overnight. The reaction mixture was diluted with EtOAc, extracted with 2 N HCl, water, dried (Na2SO4), and concentrated to provide {4-fluoro-7-[5-(4-fluorobenzyl)-4-methyl-1H-1,2,3-triazol-1-yl]-6,7,8,9-tetrahydropyrido[... Reaction conditions: time 8 hour. The reactants are FC=1C=CC=C2C(=C3N(C12)CC(CC3)N3N=NC(=C3CC3=CC=C(C=C3)F)C)CC(=O)OCC (ethyl {4-fluoro-7-[5-(4-fluorobenzyl)-4-methyl-1H-1,2,3-triazol-1-yl]-6,7,8,9-tetrahydropyrido[1,2-α]indol-10-yl}acetate), final acid, [Li+].[OH-] (LiOH). Run in C1CCOC1.CO.O (THF MeOH water), CCOC(=O)C (EtOAc). RXN SMILES: [F:1][C:2]1[CH:3]=[CH:4][CH:5]=[C:6]2[C:10]=1[N:9]1[CH2:11][CH:12]([N:15]3[C:19]([CH2:20][C:21]4[CH:26]=[CH:25][C:24]([F:27])=[CH:23][CH:22]=4)=[C:18]([CH3:28])[N:17]=[N:16]3)[CH2:13][CH2:14][C:8]1=[C:7]2[CH2:29][C:30]([O:32]CC)=[O:31].[Li+].[OH-]>C1COCC1.CO.O.CCOC(C)=O>[F:1][C:2]1[CH:3]=[CH:4][CH:5]=[C:6]2[C:10]=1[N:9]1[CH2:11][CH:12]([N:15]3[C:19]([CH2:20][C:21]4[CH:26]=[CH:25][C:24]([F:27])=[CH:23][CH:22]=4)=[C:18]([CH3:28])[N:17]=[N:16]3)[CH2:13][CH2:14][C:8]1=[C:7]2[CH2:29][C:30]([OH:32])=[O:31] |f:1.2,3.4.5|.